Dataset: the Open Reaction Database (ORD), a public repository of structured organic reaction records. Task: describe an organic reaction: reactants, conditions, products, and yield Reactants: CC(=O)OCCc1cc(Br)c(Oc2ccc(=O)n(C(C)C)n2)c(Br)c1, CO, [K+], [OH-]. Product: CC(C)n1nc(Oc2c(Br)cc(CCO)cc2Br)ccc1=O. As a reaction SMILES: [Br:1][c:2]1[cH:3][c:4]([CH2:20][CH2:21][O:22][C:23](=[O:24])[CH3:25])[cH:5][c:6]([Br:19])[c:7]1[O:8][c:9]1[n:10][n:11]([CH:16]([CH3:17])[CH3:18])[c:12](=[O:15])[cH:13][cH:14]1.[CH3:28][OH:29].[K+:27].[OH-:26]>>[Br:1][c:2]1[cH:3][c:4]([CH2:20][CH2:21][OH:22])[cH:5][c:6]([Br:19])[c:7]1[O:8][c:9]1[n:10][n:11]([CH:16]([CH3:17])[CH3:18])[c:12](=[O:15])[cH:13][cH:14]1. Starting materials: IC1=CC=2C(=NC=C3C2N(N=C3)C)N1S(=O)(=O)C1=CC=C(C)C=C1 (7-iodo-1-methyl-6-tosyl-1,6-dihydropyrazolo[3,4-d]pyrrolo[2,3-b]pyridine), COC=1C=C2C(=CN(C2=CC1)C(=O)OC(C)(C)C)B1OC(C(O1)(C)C)(C)C (tert-butyl 5-methoxy-3-(4,4,5,5-tetramethyl-1,3,2-dioxaborolan-2-yl)-1H-indole-1-carboxylate), C(=O)([O-])[O-].[Cs+].[Cs+] (Cs2CO3), O (water). Reagents/catalysts: Cl[Pd]([P](C1=CC=CC=C1)(C2=CC=CC=C2)C3=CC=CC=C3)([P](C4=CC=CC=C4)(C5=CC=CC=C5)C6=CC=CC=C6)Cl (PdCl2(PPh3)2). Run in O1CCOCC1 (1,4-dioxane), C(Cl)Cl (DCM). Run at temperature 85 celsius. The product is COC=1C=C2C(=CN(C2=CC1)C(=O)OC(C)(C)C)C1=CC=2C(=NC=C3C2N(N=C3)C)N1S(=O)(=O)C1=CC=C(C)C=C1 (tert-butyl 5-methoxy-3-(1-methyl-6-tosyl-1,6-dihydropyrazolo[3,4-d]pyrrolo[2,3-b]pyridin-7-yl)-1H-indole-1-carboxylate). The yield is 100.4%. Reaction SMILES: I[C:2]1[N:14]([S:15]([C:18]2[CH:24]=[CH:23][C:21]([CH3:22])=[CH:20][CH:19]=2)(=[O:17])=[O:16])[C:5]2=[N:6][CH:7]=[C:8]3[CH:12]=[N:11][N:10]([CH3:13])[C:9]3=[C:4]2[CH:3]=1.[CH3:25][O:26][C:27]1[CH:28]=[C:29]2[C:33](=[CH:34][CH:35]=1)[N:32]([C:36]([O:38][C:39]([CH3:42])([CH3:41])[CH3:40])=[O:37])[CH:31]=[C:30]2B1OC(C)(C)C(C)(C)O1.C([O-])([O-])=O.[Cs+].[Cs+].O>C(Cl)Cl.Cl[Pd](Cl)([P](C1C=CC=CC=1)(C1C=CC=CC=1)C1C=CC=CC=1)[P](C1C=CC=CC=1)(C1C=CC=CC=1)C1C=CC=CC=1.O1CCOCC1>[CH3:25][O:26][C:27]1[CH:28]=[C:29]2[C:33](=[CH:34][CH:35]=1)[N:32]([C:36]([O:38][C:39]([CH3:42])([CH3:41])[CH3:40])=[O:37])[CH:31]=[C:30]2[C:2]1[N:14]([S:15]([C:18]2[CH:19]=[CH:20][C:21]([CH3:22])=[CH:23][CH:24]=2)(=[O:17])=[O:16])[C:5]2=[N:6][CH:7]=[C:8]3[CH:12]=[N:11][N:10]([CH3:13])[C:9]3=[C:4]2[CH:3]=1 |f:2.3.4,^1:64,83|. Reported procedure: A flask was charged with 7-iodo-1-methyl-6-tosyl-1,6-dihydropyrazolo[3,4-d]pyrrolo[2,3-b]pyridine (0.80 g, 1.76 mmol, Preparation #1), tert-butyl 5-methoxy-3-(4,4,5,5-tetramethyl-1,3,2-dioxaborolan-2-yl)-1H-indole-1-carboxylate (0.792 g, 2.12 mmol, prepared using H from tert-butyl 3-bromo-5-methoxy-1H-indole-1-carboxylate (SynChem) with 4,4,5,5-tetramethyl-1,3,2-dioxaborolane), Cs2CO3 (1.44 g, 4.42 mmol), PdCl2(PPh3)2 (0.074 g, 0.106 mmol), water (2.6 mL) and 1,4-dioxane (8.0 mL). The mixture wa...